Dataset: the Open Reaction Database (ORD), a public repository of structured organic reaction records. Task: describe an organic reaction: reactants, conditions, products, and yield Reactants: [OH-].[K+] (potassium hydroxide), ClCC=1OC=CC1 (2-chloromethylfuran), FC=1C(NC(N([C@H]2C[C@H](O)[C@@H](COC(C3=CC=CC=C3)(C3=CC=CC=C3)C3=CC=CC=C3)O2)C1)=O)=O (2'-deoxy-5-fluoro-5'-O-trityluridine). Run in O1CCOCC1 (dioxane). Conditions: temperature 80 celsius, time 2 hour. The product is FC=1C(NC(N([C@H]2C[C@H](OCC=3OC=CC3)[C@@H](CO)O2)C1)=O)=O (2'-deoxy-5-fluoro-3'-O-(2-furanylmethyl)uridine). The yield is 55.4%. As a reaction SMILES: [OH-].[K+].Cl[CH2:4][C:5]1[O:6][CH:7]=[CH:8][CH:9]=1.[F:10][C:11]1[C:12](=[O:45])[NH:13][C:14](=[O:44])[N:15]([CH:43]=1)[C@@H:16]1[O:42][C@H:20]([CH2:21][O:22]C(C2C=CC=CC=2)(C2C=CC=CC=2)C2C=CC=CC=2)[C@@H:18]([OH:19])[CH2:17]1>O1CCOCC1>[F:10][C:11]1[C:12](=[O:45])[NH:13][C:14](=[O:44])[N:15]([CH:43]=1)[C@@H:16]1[O:42][C@H:20]([CH2:21][OH:22])[C@@H:18]([O:19][CH2:4][C:5]2[O:6][CH:7]=[CH:8][CH:9]=2)[CH2:17]1 |f:0.1|. Reported procedure: A 0.35 g quantity of particulate potassium hydroxide and 0.29 g of 2-chloromethylfuran were added to a solution of 1.00 g of 2'-deoxy-5-fluoro-5'-O-trityluridine in 30 ml of dioxane. The mixture was stirred at 80° C. for 2 hours. The solvent was distilled off and the residue was dissolved in 30 ml of ethyl acetate. The solution was washed with water and dried. The residue was dissolved in 15 ml of 80% acetic acid and the solution was left to stand at 80° C. for 2 hours. The solvent was distilled... As a reaction SMILES: [CH3:38][S:39]([CH3:40])=[O:41].[Cl:1][CH2:2][c:3]1[cH:4][c:5]2[cH:6][c:7]([C:15]3=[N:19][CH:18]([CH2:20][O:21][C:22]([C:23]([CH3:24])([CH3:25])[CH3:26])=[O:27])[CH2:17][S:16]3)[nH:8][c:9]2[c:10]([N+:12](=[O:13])[O-:14])[cH:11]1.[O:33]=[CH:34][N:35]([CH3:36])[CH3:37].[nH:28]1[cH:29][cH:30][cH:31][cH:32]1>>[CH2:2]([c:3]1[cH:4][c:5]2[cH:6][c:7]([C:15]3=[N:19][CH:18]([CH2:20][O:21][C:22]([C:23]([CH3:24])([CH3:25])[CH3:26])=[O:27])[CH2:17][S:16]3)[nH:8][c:9]2[c:10]([N+:12](=[O:13])[O-:14])[cH:11]1)[n:28]1[cH:29][cH:30][cH:31][cH:32]1. The product is CC(C)(C)C(=O)OCC1CSC(c2cc3cc(Cn4cccc4)cc([N+](=O)[O-])c3[nH]2)=N1. Starting materials: CS(C)=O, CC(C)(C)C(=O)OCC1CSC(c2cc3cc(CCl)cc([N+](=O)[O-])c3[nH]2)=N1, CN(C)C=O, c1cc[nH]c1. The reactants are C(C)O (Ethanol), FC1=C(C=CC(=C1)I)NC(C)=O (N-(2-Fluoro-4-iodo-phenyl)-acetamide), O (water), [Cu]C#N (Copper(1) cyanide). The solvent is CC(COC(=O)C(=C)C)O (HPMA). Conditions: temperature 153 celsius. Yields the product C(#N)C1=CC(=C(C=C1)NC(C)=O)F (N-(4-CYANO-2-FLUORO-PHENYL)-ACETAMIDE). Isolated yield 75.0%. Reaction SMILES: [F:1][C:2]1[CH:7]=[C:6](I)[CH:5]=[CH:4][C:3]=1[NH:9][C:10](=[O:12])[CH3:11].[Cu][C:14]#[N:15].O.C(O)C>CC(O)COC(C(C)=C)=O>[C:14]([C:6]1[CH:5]=[CH:4][C:3]([NH:9][C:10](=[O:12])[CH3:11])=[C:2]([F:1])[CH:7]=1)#[N:15]. Reported procedure: N-(2-Fluoro-4-iodo-phenyl)-acetamide (63 g, 226 mmol) was dissolved in HPMA (100 mL). Copper(1) cyanide (20.6 g, 230 mmol) was added and the mixture heated to an external temperature of 153° C. for 5 h. The hot reaction mixture was poured into water (1 L) with stirring. A large amount of solid formed. The solid was filtered and washed with water (200 mL). The solid was extracted by heating in a flask with methylene chloride (500 mL) for 15 min. The solid was filtered off, washed with methylene c... Starting materials: C(C)OC(=O)C=1OC(=NN1)N1CCN(CC1)C(C1=C(C=CC=C1)C(F)(F)F)=O (5-[4-(2-Trifluoromethylbenzoyl)piperazin-1-yl]-[1,3,4]oxadiazole-2-carboxylic acid ethyl ester), C(CCCC)N (n-pentylamine), [C-]#N.[Na+] (sodium cyanide). Product: C(CCCC)NC(=O)C=1OC(=NN1)N1CCN(CC1)C(C1=C(C=CC=C1)C(F)(F)F)=O (5-[4-(2-TRIFLUOROMETHYLBENZOYL)PIPERAZIN-1-YL]-[1,3,4]OXADIAZOLE-2-CARBOXYLIC ACID PENTYLAMIDE). Yield: 86.0%. As a reaction SMILES: C(O[C:4]([C:6]1[O:7][C:8]([N:11]2[CH2:16][CH2:15][N:14]([C:17](=[O:28])[C:18]3[CH:23]=[CH:22][CH:21]=[CH:20][C:19]=3[C:24]([F:27])([F:26])[F:25])[CH2:13][CH2:12]2)=[N:9][N:10]=1)=[O:5])C.[CH2:29]([NH2:34])[CH2:30][CH2:31][CH2:32][CH3:33].[C-]#N.[Na+]>>[CH2:29]([NH:34][C:4]([C:6]1[O:7][C:8]([N:11]2[CH2:16][CH2:15][N:14]([C:17](=[O:28])[C:18]3[CH:23]=[CH:22][CH:21]=[CH:20][C:19]=3[C:24]([F:26])([F:27])[F:25])[CH2:13][CH2:12]2)=[N:9][N:10]=1)=[O:5])[CH2:30][CH2:31][CH2:32][CH3:33] |f:2.3|. Reported procedure: 5-[4-(2-Trifluoromethylbenzoyl)piperazin-1-yl]-[1,3,4]oxadiazole-2-carboxylic acid ethyl ester (0.050 g, 0.126 mmol) was added to the mixture of n-pentylamine (1 mL) and sodium cyanide (0.012 g, 0.251 mmol). The reaction mixture was stirred at room temperature over night. The mixture was evaporated to dryness, then diluted with 5 mL of water and extracted with ethyl acetate. The organic layer was dried over anhydrous Na2SO4, and then concentrated. The title compound was obtained in 86% yield (0.... Reactants: O=C([O-])O, COc1ccc(Oc2c(Cl)cc([N+](=O)[O-])cc2Cl)cc1S(=O)(=O)Cl, Cl, [Na+], [Na+], [Na+], O, O=S([O-])[O-]. Product: COc1ccc(Oc2c(Cl)cc([N+](=O)[O-])cc2Cl)cc1S(=O)O. As a reaction SMILES: [C:31](=[O:32])([OH:33])[O-:34].[Cl:1][c:2]1[c:3]([O:4][c:5]2[cH:6][cH:7][c:8]([O:15][CH3:16])[c:9]([S:11](=[O:12])(=[O:13])[Cl:14])[cH:10]2)[c:17]([Cl:24])[cH:18][c:19]([N+:21](=[O:22])[O-:23])[cH:20]1.[ClH:36].[Na+:29].[Na+:30].[Na+:35].[OH2:37].[S:25]([O-:26])([O-:27])=[O:28]>>[Cl:1][c:2]1[c:3]([O:4][c:5]2[cH:6][cH:7][c:8]([O:15][CH3:16])[c:9]([S:11](=[O:12])[OH:13])[cH:10]2)[c:17]([Cl:24])[cH:18][c:19]([N+:21](=[O:22])[O-:23])[cH:20]1. Starting materials: C[Si](CCCCCCCCCCCC)(C)Cl (dimethyldodecylsilyl chloride), [Li]CCCC (n-BuLi), CC(=O)C.C(=O)=O (acetone dry ice), [Li]CCCC (n-BuLi), BrC1=CC=C(C=C1)Br (1,4-dibromobenzene). The solvent is O (water), C1CCOC1 (THF), C1CCOC1 (THF). Run at temperature -78 celsius, time 3 hour. Yields the product BrC1=CC=C(C=C1)[Si](CCCCCCCCCCCC)(C)C (1-bromo-4-(dimethyldodecylsilyl)benzene). The yield is 90.0%. RXN SMILES: Br[C:2]1[CH:7]=[CH:6][C:5]([Br:8])=[CH:4][CH:3]=1.CC(C)=O.C(=O)=O.[Li]CCCC.[CH3:21][Si:22](Cl)([CH3:35])[CH2:23][CH2:24][CH2:25][CH2:26][CH2:27][CH2:28][CH2:29][CH2:30][CH2:31][CH2:32][CH2:33][CH3:34]>C1COCC1.O>[Br:8][C:5]1[CH:6]=[CH:7][C:2]([Si:22]([CH3:21])([CH3:35])[CH2:23][CH2:24][CH2:25][CH2:26][CH2:27][CH2:28][CH2:29][CH2:30][CH2:31][CH2:32][CH2:33][CH3:34])=[CH:3][CH:4]=1 |f:1.2|. Reported procedure: 100 mL of THF and 8.5 g (0.036 moles) of 1,4-dibromobenzene were put into a Schlenk flask which had been filled with nitrogen. Then the flask was agitated. The temperature was maintained at −78° C. by using acetone/dry ice. 22.6 mL (0.036 moles) of n-BuLi (1.6 M n-hexane solution) was slowly dropped into the reaction mixture over 10 minutes. After several minutes, a white salt began to be formed. After completion of the dropping of n-BuLi, a further agitation was carried out for about one hour. ... The reactants are COc1cc(C(C)=O)cc(OC)c1OC, COc1cc(C=O)cc(C(F)(F)F)c1O. Product: COc1cc(C=CC(=O)c2cc(OC)c(OC)c(OC)c2)cc(C(F)(F)F)c1O. Reaction SMILES: [CH3:16][O:17][c:18]1[cH:19][c:20]([C:28]([CH3:29])=[O:30])[cH:21][c:22]([O:26][CH3:27])[c:23]1[O:24][CH3:25].[CH3:1][O:2][c:3]1[cH:4][c:5]([CH:6]=[O:7])[cH:8][c:9]([C:12]([F:13])([F:14])[F:15])[c:10]1[OH:11]>>[CH3:1][O:2][c:3]1[cH:4][c:5]([CH:6]=[CH:29][C:28]([c:20]2[cH:19][c:18]([O:17][CH3:16])[c:23]([O:24][CH3:25])[c:22]([O:26][CH3:27])[cH:21]2)=[O:30])[cH:8][c:9]([C:12]([F:13])([F:14])[F:15])[c:10]1[OH:11].